Dataset: the Open Reaction Database (ORD), a public repository of structured organic reaction records. Task: describe an organic reaction: reactants, conditions, products, and yield The reactants are [BH4-], CC1(C)C(=O)c2ccc(Br)cc2S1(=O)=O, CO, ClCCl, [Na+]. Product: CC1(C)C(O)c2ccc(Br)cc2S1(=O)=O. RXN SMILES: [BH4-:16].[Br:1][c:2]1[cH:3][c:4]2[c:5]([cH:14][cH:15]1)[C:6](=[O:13])[C:7]([CH3:11])([CH3:12])[S:8]2(=[O:9])=[O:10].[CH3:18][OH:19].[Cl:20][CH2:21][Cl:22].[Na+:17]>>[Br:1][c:2]1[cH:3][c:4]2[c:5]([cH:14][cH:15]1)[CH:6]([OH:13])[C:7]([CH3:11])([CH3:12])[S:8]2(=[O:9])=[O:10]. The reactants are CS(=O)(=O)Nc1cc(Br)cc(C(=O)c2cccnc2)c1, CC(C)[Si](C(C)C)(C(C)C)n1ccc2c(-c3cc(NS(C)(=O)=O)cc(C(=O)c4cccnc4)c3)cccc21. Product: CS(=O)(=O)Nc1cc(C(=O)c2cccnc2)cc(-c2cccc3[nH]ccc23)c1. As a reaction SMILES: [Br:1][c:2]1[cH:3][c:4]([NH:5][S:6]([CH3:7])(=[O:8])=[O:9])[cH:10][c:11]([C:12]([c:13]2[cH:14][n:15][cH:16][cH:17][cH:18]2)=[O:19])[cH:20]1.[n:21]1[cH:22][c:23]([C:27](=[O:28])[c:29]2[cH:30][c:31]([NH:54][S:55](=[O:56])(=[O:57])[CH3:58])[cH:32][c:33](-[c:35]3[c:36]4[cH:37][cH:38][n:39]([Si:44]([CH:45]([CH3:46])[CH3:47])([CH:48]([CH3:49])[CH3:50])[CH:51]([CH3:52])[CH3:53])[c:40]4[cH:41][cH:42][cH:43]3)[cH:34]2)[cH:24][cH:25][cH:26]1>>[n:21]1[cH:22][c:23]([C:27](=[O:28])[c:29]2[cH:30][c:31]([NH:54][S:55](=[O:56])(=[O:57])[CH3:58])[cH:32][c:33](-[c:35]3[c:36]4[cH:37][cH:38][nH:39][c:40]4[cH:41][cH:42][cH:43]3)[cH:34]2)[cH:24][cH:25][cH:26]1. Reactants: NC=1C(=CC(=C(C(=O)O)C1)OC)[N+](=O)[O-] (5-amino-2-methoxy-4-nitrobenzoic acid), N,N'-carbonyldiimidazole, N1CCCC1 (pyrrolidine). The solvent is CN(C=O)C (N,N-dimethylformamide). Run at time 30 minute. The product is NC=1C(=CC(=C(C(=O)N2CCCC2)C1)OC)[N+](=O)[O-] (1-(5-Amino-2-methoxy-4-nitrobenzoyl)pyrrolidine). RXN SMILES: [NH2:1][C:2]1[C:3]([N+:13]([O-:15])=[O:14])=[CH:4][C:5]([O:11][CH3:12])=[C:6]([CH:10]=1)[C:7]([OH:9])=O.[NH:16]1[CH2:20][CH2:19][CH2:18][CH2:17]1>CN(C)C=O>[NH2:1][C:2]1[C:3]([N+:13]([O-:15])=[O:14])=[CH:4][C:5]([O:11][CH3:12])=[C:6]([CH:10]=1)[C:7]([N:16]1[CH2:20][CH2:19][CH2:18][CH2:17]1)=[O:9]. Procedure details: To a solution of 4.24 g of 5-amino-2-methoxy-4-nitrobenzoic acid in 30 ml of N,N-dimethylformamide was added 3.24 g of N,N'-carbonyldiimidazole at room temperature. After 30 minutes, 5 ml of pyrrolidine was added, and the mixture was stirred for 2 hours. The solvent was evaporated under reduced pressure, and the residue was recrystallized from ethyl acetate to give the title compound, m.p. 159°-162° C., yield of 4.16 g.